Dataset: the Open Reaction Database (ORD), a public repository of structured organic reaction records. Task: describe an organic reaction: reactants, conditions, products, and yield The reactants are Cc1nc(Cl)c2nc(-c3ccccc3)cc-2[nH]1, ClCCl, NCC(F)(F)F, [K+], [K+], O=C([O-])[O-], O. Yields the product Cc1nc(NCC(F)(F)F)c2nc(-c3ccccc3)cc-2[nH]1. RXN SMILES: [Cl:1][c:2]1[c:3]2[n:11][c:10](-[c:12]3[cH:13][cH:14][cH:15][cH:16][cH:17]3)[cH:9][c:4]-2[nH:5][c:6]([CH3:8])[n:7]1.[Cl:30][CH2:31][Cl:32].[F:18][C:19]([CH2:20][NH2:21])([F:22])[F:23].[K+:24].[K+:25].[O-:26][C:27]([O-:28])=[O:29].[OH2:33]>>[c:2]1([NH:21][CH2:20][C:19]([F:18])([F:22])[F:23])[c:3]2[n:11][c:10](-[c:12]3[cH:13][cH:14][cH:15][cH:16][cH:17]3)[cH:9][c:4]-2[nH:5][c:6]([CH3:8])[n:7]1.